Dataset: the Open Reaction Database (ORD), a public repository of structured organic reaction records. Task: describe an organic reaction: reactants, conditions, products, and yield Starting materials: ClC1=NC2=CC=CC=C2C(=C1)C(=O)OCC (2-Chloro-4-ethoxycarbonylquinoline), NC1=CC=C(C=C1)S (4-aminothiophenol). Reagents/catalysts: CN(C1=CC=NC=C1)C (4-dimethylaminopyridine). The solvent is C(C)O (ethanol). Product: NC1=CC=C(C=C1)SC1=NC2=CC=CC=C2C(=C1)C(=O)OCC (2-(4-aminophenylthio)-4-ethoxycarbonylquinoline). The yield is 36.0%. RXN SMILES: Cl[C:2]1[CH:11]=[C:10]([C:12]([O:14][CH2:15][CH3:16])=[O:13])[C:9]2[C:4](=[CH:5][CH:6]=[CH:7][CH:8]=2)[N:3]=1.[NH2:17][C:18]1[CH:23]=[CH:22][C:21]([SH:24])=[CH:20][CH:19]=1>CN(C)C1C=CN=CC=1.C(O)C>[NH2:17][C:18]1[CH:23]=[CH:22][C:21]([S:24][C:2]2[CH:11]=[C:10]([C:12]([O:14][CH2:15][CH3:16])=[O:13])[C:9]3[C:4](=[CH:5][CH:6]=[CH:7][CH:8]=3)[N:3]=2)=[CH:20][CH:19]=1. Procedure details: 2-Chloro-4-ethoxycarbonylquinoline (0.024 moles, 5.56 g), 4-aminothiophenol (0.024 moles, 3.0 g) and 4-dimethylaminopyridine (0.024 moles, 2.9 g) were stirred in 250 ml ethanol for 3 days. The reaction mixture was filtered, concentrated, ethyl acetate added, washed with water and dried over sodium sulfate. The solution was concentrated and the product purified by HPLC over silica gel eluted with 25% ethyl acetate/hexane to yield 2-(4-aminophenylthio)-4-ethoxycarbonylquinoline 2.8 g, 36%. Mass Sp...